This data is from the Open Reaction Database (ORD), a public repository of structured organic reaction records. The task is: describe an organic reaction: reactants, conditions, products, and yield Reactants: CN1C(CCC1)COC=1C=C(C=CC1)N (3-(1-Methyl-pyrrolidin-2-ylmethoxy)-phenylamine), C(C)(C)(C)NS(=O)(=O)C1=CC(=CC=C1)C1=CC=C2C=NC(=NN21)S(=O)C (N-tert-Butyl-3-(2-methanesulfinyl-pyrrolo[2,1-f][1,2,4]triazin-7-yl)-benzenesulfonamide). Yields the product C(C)(C)(C)NS(=O)(=O)C1=CC(=CC=C1)C1=CC=C2C=NC(=NN21)NC2=CC(=CC=C2)OCC2N(CCC2)C (N-tert-Butyl-3-{2-[3-(1-methyl-pyrrolidin-2-ylmethoxy)-phenylamino]-pyrrolo[2,1-f][1,2,4]triazin-7-yl}-benzenesulfonamide). As a reaction SMILES: [CH3:1][N:2]1[CH2:6][CH2:5][CH2:4][CH:3]1[CH2:7][O:8][C:9]1[CH:10]=[C:11]([NH2:15])[CH:12]=[CH:13][CH:14]=1.[C:16]([NH:20][S:21]([C:24]1[CH:29]=[CH:28][CH:27]=[C:26]([C:30]2[N:38]3[C:33]([CH:34]=[N:35][C:36](S(C)=O)=[N:37]3)=[CH:32][CH:31]=2)[CH:25]=1)(=[O:23])=[O:22])([CH3:19])([CH3:18])[CH3:17]>>[C:16]([NH:20][S:21]([C:24]1[CH:29]=[CH:28][CH:27]=[C:26]([C:30]2[N:38]3[C:33]([CH:34]=[N:35][C:36]([NH:15][C:11]4[CH:12]=[CH:13][CH:14]=[C:9]([O:8][CH2:7][CH:3]5[CH2:4][CH2:5][CH2:6][N:2]5[CH3:1])[CH:10]=4)=[N:37]3)=[CH:32][CH:31]=2)[CH:25]=1)(=[O:22])=[O:23])([CH3:19])([CH3:17])[CH3:18]. Reported procedure: Prepared by following a procedure analagous to Example 251c by using 3-(1-Methyl-pyrrolidin-2-ylmethoxy)-phenylamine and N-tert-Butyl-3-(2-methanesulfinyl-pyrrolo[2,1-f][1,2,4]triazin-7-yl)-benzenesulfonamide. 1H-NMR (DMSO) 6 , 9.8 (brs, 1H), 9.4 (9.6, 1H), 9.1 (s, 1H), 8.4 (m, 2H), 7.9 (d, J=7.9 Hz, 1H), 7.7 (t, 1H), 7.6 (s, 1H), 7.5 (d, J=7.9 Hz, 1H), 7.4 (s, 1H), 7.3 (t, 1H), 7.2 (d, J=4.8 Hz, 1H), 7 (d, J=4.8 Hz, 1H), 6.6 (d, 1H), 4.2 (m, 1H), 4.1 (m, 1H), 3.8 (m, 1H), 3.6 (m, 1H), 3.1 (m, 1... Starting materials: C1CCOC1, CCOC(=O)N=NC(=O)OCC, Oc1ccccn1, COC(=O)c1ccc(CO)cc1, c1ccc(P(c2ccccc2)c2ccccc2)cc1. Product: COC(=O)c1ccc(COc2ccccn2)cc1. RXN SMILES: [CH2:51]1[O:52][CH2:53][CH2:54][CH2:55]1.[O:20]=[C:21]([O:22][CH2:23][CH3:24])[N:25]=[N:26][C:27]([O:28][CH2:29][CH3:30])=[O:31].[OH:32][c:33]1[n:34][cH:35][cH:36][cH:37][cH:38]1.[OH:39][CH2:40][c:41]1[cH:42][cH:43][c:44]([C:47](=[O:48])[O:49][CH3:50])[cH:45][cH:46]1.[c:1]1([P:2]([c:3]2[cH:4][cH:5][cH:6][cH:7][cH:8]2)[c:9]2[cH:10][cH:11][cH:12][cH:13][cH:14]2)[cH:15][cH:16][cH:17][cH:18][cH:19]1>>[O:32]([c:33]1[n:34][cH:35][cH:36][cH:37][cH:38]1)[CH2:40][c:41]1[cH:42][cH:43][c:44]([C:47](=[O:48])[O:49][CH3:50])[cH:45][cH:46]1.